Dataset: the Open Reaction Database (ORD), a public repository of structured organic reaction records. Task: describe an organic reaction: reactants, conditions, products, and yield Starting materials: N#CCBr, O=C([O-])[O-], [K+], [K+], CN(C)C=O, Oc1cccc2[nH]c3ccccc3c12. Product: N#CCOc1cccc2[nH]c3ccccc3c12. As a reaction SMILES: [Br:21][CH2:22][C:23]#[N:24].[C:15](=[O:16])([O-:17])[O-:18].[K+:19].[K+:20].[O:25]=[CH:26][N:27]([CH3:28])[CH3:29].[cH:1]1[cH:2][cH:3][c:4]([OH:14])[c:5]2[c:6]3[cH:7][cH:8][cH:9][cH:10][c:11]3[nH:12][c:13]12>>[cH:1]1[cH:2][cH:3][c:4]([O:14][CH2:22][C:23]#[N:24])[c:5]2[c:6]3[cH:7][cH:8][cH:9][cH:10][c:11]3[nH:12][c:13]12. Starting materials: CC(=O)OC(C)=O, CC1(C)CC(O)c2cc(-c3ccc(Cl)cc3)c(-c3ccc(Cl)cc3Cl)nc2O1, c1ccncc1. Product: CC(=O)OC1CC(C)(C)Oc2nc(-c3ccc(Cl)cc3Cl)c(-c3ccc(Cl)cc3)cc21. Reaction SMILES: [CH3:29][C:30](=[O:31])[O:32][C:33](=[O:34])[CH3:35].[Cl:1][c:2]1[cH:3][cH:4][c:5](-[c:8]2[cH:9][c:10]3[c:11]([n:12][c:13]2-[c:14]2[c:15]([Cl:21])[cH:16][c:17]([Cl:20])[cH:18][cH:19]2)[O:22][C:23]([CH3:27])([CH3:28])[CH2:24][CH:25]3[OH:26])[cH:6][cH:7]1.[cH:36]1[cH:37][cH:38][n:39][cH:40][cH:41]1>>[Cl:1][c:2]1[cH:3][cH:4][c:5](-[c:8]2[cH:9][c:10]3[c:11]([n:12][c:13]2-[c:14]2[c:15]([Cl:21])[cH:16][c:17]([Cl:20])[cH:18][cH:19]2)[O:22][C:23]([CH3:27])([CH3:28])[CH2:24][CH:25]3[O:26][C:30]([CH3:29])=[O:31])[cH:6][cH:7]1. Reported procedure: A mixture of cyclohexanone (50 g, 0.325 mol), and aniline (95 g, 1 mol) in 12 M HCl (100 mL), and ethanol (15 mL) was refluxed at 110° C. for four days. The solution was cooled and diluted with ethyl acetate. The aqueous layer was basified with 6 M NaOH. The organic layer was separate and washed with brine (3×), dried over MgSO4, and concentrated to give a brown oil. Approximately half of the crude product was introduced into a silica gel column and eluted with 5% ethyl acetate/hexane to obtain ... As a reaction SMILES: [C:1]1(=O)[CH2:6][CH2:5][CH2:4][CH2:3][CH2:2]1.[NH2:8][C:9]1[CH:14]=[CH:13][CH:12]=[CH:11][CH:10]=1.C(O)C.[OH-].[Na+]>Cl.C(OCC)(=O)C>[C:1]1([C:12]2[CH:13]=[CH:14][C:9]([NH2:8])=[CH:10][CH:11]=2)[CH2:6][CH2:5][CH2:4][CH2:3][CH:2]=1.[NH2:8][C:9]1[CH:14]=[CH:13][CH:12]=[CH:11][CH:10]=1 |f:3.4|. Conditions: temperature 110 celsius. Starting materials: C1(CCCCC1)=O (cyclohexanone), NC1=CC=CC=C1 (aniline), C(C)O (ethanol), [OH-].[Na+] (NaOH), crude product. The product is C1(=CCCCC1)C1=CC=C(N)C=C1 (4-Cyclohex-1-enylaniline), NC1=CC=CC=C1 (aniline). Solvent: Cl (HCl), C(C)(=O)OCC (ethyl acetate). Reported procedure: Following General Procedure C and using N-(3,5-difluorophenylacetyl)-L-alanine (from Example B2 above) and ethyl 2-amino-2-(4-pyridyl)acetate hydrochloride (prepared as described in P. Kolar et al., J. Heterocyclic Chem., 28, 1715 (1991) and references cited therein), the title compound was prepared as a solid (mp=175-181° C.). The reaction was monitored by tlc (Rf=0.1 in 98:2 CHCl3/MeOH) and the product was purified by silica gel chromatography using 95:5 CHCl3/MeOH as the eluent, followed by r... Run in C(Cl)(Cl)Cl.CO (CHCl3 MeOH). The reactants are FC=1C=C(C=C(C1)F)CC(=O)N[C@@H](C)C(=O)O (N-(3,5-difluorophenylacetyl)-L-alanine), solid, Cl.NC(C(=O)OCC)C1=CC=NC=C1 (ethyl 2-amino-2-(4-pyridyl)acetate hydrochloride), Heterocyclic. The product is FC=1C=C(C=C(C1)F)CC(=O)N[C@@H](C)C(=O)NC(C(=O)OCC)C1=CC=NC=C1 (Ethyl N-[N-(3,5Difluorophenylacetyl)-L-alaninyl]-2-amino-2-(4-pyridyl)acetate). Reaction SMILES: [F:1][C:2]1[CH:3]=[C:4]([CH2:9][C:10]([NH:12][C@H:13]([C:15]([OH:17])=O)[CH3:14])=[O:11])[CH:5]=[C:6]([F:8])[CH:7]=1.Cl.[NH2:19][CH:20]([C:26]1[CH:31]=[CH:30][N:29]=[CH:28][CH:27]=1)[C:21]([O:23][CH2:24][CH3:25])=[O:22]>C(Cl)(Cl)Cl.CO>[F:8][C:6]1[CH:5]=[C:4]([CH2:9][C:10]([NH:12][C@H:13]([C:15]([NH:19][CH:20]([C:26]2[CH:27]=[CH:28][N:29]=[CH:30][CH:31]=2)[C:21]([O:23][CH2:24][CH3:25])=[O:22])=[O:17])[CH3:14])=[O:11])[CH:3]=[C:2]([F:1])[CH:7]=1 |f:1.2,3.4|. Reactants: CNC1=CC=CC=C1 (N-methylaniline), amine, O=P(Cl)(Cl)Cl (POCl3). The solvent is CCOCC (ether), CCOCC (ether). Reaction conditions: time 2 hour. Product: CN(P(=O)(Cl)Cl)C1=CC=CC=C1 (N-Methyl-N-phenyl Phosphoramidic Dichloride). Yield: 34.4%. RXN SMILES: [O:1]=[P:2]([Cl:5])(Cl)[Cl:3].[CH3:6][NH:7][C:8]1[CH:13]=[CH:12][CH:11]=[CH:10][CH:9]=1>CCOCC>[CH3:6][N:7]([C:8]1[CH:13]=[CH:12][CH:11]=[CH:10][CH:9]=1)[P:2]([Cl:5])([Cl:3])=[O:1]. Procedure details: A 500 mL three-necked flask was fitted with an N2 inlet, thermometer and dropping funnel. The flask was flushed with nitrogen and charged with 150 mL dry ether and 31.1 g (0.203 mol) POCl3. In the dropping funnel was placed a solution of 21.4 g (0.20 mol) N-methylaniline in 5 mL ether. The amine solution was added to the solution of POCL3 (at -12° to -17° C.) over 40 minutes. The temperature was allowed to rise slowly to room temperature and stirring continued for 2 h thereafter. After filtering... The reactants are NC1=NC(=C(C(=N1)S(=O)C)C#N)C=1OC(=CC1)C (2-amino-4-methanesulfinyl-6-(5-methyl-furan-2-yl)-pyrimidine-5-carbonitrile), OCC1=NC=CC=C1 (2-(hydroxymethyl)pyridine), C1CCC2=NCCCN2CC1 (DBU). Solvent: COCCOC (DME). Product: NC1=NC(=C(C(=N1)C=1OC(=CC1)C)C#N)OCC1=NC=CC=C1 (2-Amino-4-(5-methyl-furan-2-yl)-6-(pyridin-2-ylmethoxy)-pyrimidine-5-carbonitrile). As a reaction SMILES: [NH2:1][C:2]1[N:7]=[C:6](S(C)=O)[C:5]([C:11]#[N:12])=[C:4]([C:13]2[O:14][C:15]([CH3:18])=[CH:16][CH:17]=2)[N:3]=1.[OH:19][CH2:20][C:21]1[CH:26]=[CH:25][CH:24]=[CH:23][N:22]=1.C1CCN2C(=NCCC2)CC1>COCCOC>[NH2:1][C:2]1[N:3]=[C:4]([C:13]2[O:14][C:15]([CH3:18])=[CH:16][CH:17]=2)[C:5]([C:11]#[N:12])=[C:6]([O:19][CH2:20][C:21]2[CH:26]=[CH:25][CH:24]=[CH:23][N:22]=2)[N:7]=1. Reported procedure: From 2-amino-4-methanesulfinyl-6-(5-methyl-furan-2-yl)-pyrimidine-5-carbonitrile, 2-(hydroxymethyl)pyridine and DBU in DME. ES-MS m/e (%): 308 (M+H+, 100).